This data is from the Open Reaction Database (ORD), a public repository of structured organic reaction records. The task is: describe an organic reaction: reactants, conditions, products, and yield Starting materials: CCOC(=O)c1cn(-c2ccc([N+](=O)[O-])cc2)cn1, CCO, Cl[Sn]Cl. Yields the product CCOC(=O)c1cn(-c2ccc(N)cc2)cn1. Reaction SMILES: [CH2:1]([CH3:2])[O:3][C:4](=[O:5])[c:6]1[n:7][cH:8][n:9](-[c:11]2[cH:12][cH:13][c:14]([N+:17]([O-:18])=[O:19])[cH:15][cH:16]2)[cH:10]1.[CH3:23][CH2:24][OH:25].[Sn:20]([Cl:21])[Cl:22]>>[CH2:1]([CH3:2])[O:3][C:4](=[O:5])[c:6]1[n:7][cH:8][n:9](-[c:11]2[cH:12][cH:13][c:14]([NH2:17])[cH:15][cH:16]2)[cH:10]1. Starting materials: Cl.NCCN1C2=C(C=C1C(=O)OCC)CC(C2)(C)C (Ethyl 1-(2-Aminoethyl)-5,5-dimethyl-1,4,5,6-tetrahydrocyclopenta[b]pyrrole-2-carboxylate hydrochloride), [O-]CC.[Na+] (sodium ethoxide). The solvent is C(C)O (ethanol). Conditions: temperature 55 celsius. Yields the product CC1(CC=2N3CCNC(C3=CC2C1)=O)C (4,4-Dimethyl-1,10-diazatricyclo[6.4.0.02,6]dodeca-2(6),7-dien-9-one). Isolated yield 23.1%. RXN SMILES: Cl.[NH2:2][CH2:3][CH2:4][N:5]1[C:9]([C:10](OCC)=[O:11])=[CH:8][C:7]2[CH2:15][C:16]([CH3:19])([CH3:18])[CH2:17][C:6]1=2.[O-]CC.[Na+]>C(O)C>[CH3:18][C:16]1([CH3:19])[CH2:15][C:7]2[CH:8]=[C:9]3[N:5]([CH2:4][CH2:3][NH:2][C:10]3=[O:11])[C:6]=2[CH2:17]1 |f:0.1,2.3|. Reported procedure: A 100-mL single-neck round-bottomed flask equipped with a magnetic stirrer and nitrogen inlet was purged with nitrogen and charged with crude 103d (˜18 mmol), sodium ethoxide (6.2 g, 92 mmol) and ethanol (120 mL). The mixture was stirred at 55° C. over night. After that time, the reaction mixture was concentrated under reduced pressure and the residue was partitioned between ethyl acetate (200 mL) and water (100 mL). The solution was filtered. The solid was washed with ethyl acetate (15 mL) to g... The reactants are OS(=O)(=O)O (H2SO4), C(=O)(O)[O-].[Na+] (NaHCO3), O (water), C(C)(C)(C)[Si](OCCCONC(C1=C(C=C(C=C1)F)NC1=C(C=C(C=C1)I)C)=O)(C)C (N-[3-(tert-Butyl-dimethyl-silanyloxy)-propoxy]-4-fluoro-2-(4-iodo-2-methyl-phenylamino)-benzamide), OS(=O)(=O)O (H2SO4). The solvent is CO (methanol), CO (methanol), CO (methanol). Run at time 1 hour. Product: FC1=CC(=C(C(=O)NOCCCO)C=C1)NC1=C(C=C(C=C1)I)C (4-fluoro-N-(3-hydroxy-propoxy)-2-(4-iodo-2-methyl-phenylamino)-benzamide). The yield is 74.3%. RXN SMILES: C([Si](C)(C)[O:6][CH2:7][CH2:8][CH2:9][O:10][NH:11][C:12](=[O:29])[C:13]1[CH:18]=[CH:17][C:16]([F:19])=[CH:15][C:14]=1[NH:20][C:21]1[CH:26]=[CH:25][C:24]([I:27])=[CH:23][C:22]=1[CH3:28])(C)(C)C.OS(O)(=O)=O.C([O-])(O)=O.[Na+].O>CO>[F:19][C:16]1[CH:17]=[CH:18][C:13]([C:12]([NH:11][O:10][CH2:9][CH2:8][CH2:7][OH:6])=[O:29])=[C:14]([NH:20][C:21]2[CH:26]=[CH:25][C:24]([I:27])=[CH:23][C:22]=2[CH3:28])[CH:15]=1 |f:2.3|. Procedure details: To a solution of N-[3-(tert-Butyl-dimethyl-silanyloxy)-propoxy]-4-fluoro-2-(4-iodo-2-methyl-phenylamino)-benzamide (4.0 g, 7.27 mmol) in methanol (5 mL) at ambient temperature was added 5 M H2SO4 in methanol (0.073 mL, 0.364 mmol). After 1 h of stirring, to the reaction was added additional 5 M H2SO4 in methanol (0.035 mL, 0.182 mmol). After 2 h of stirring, the reaction was adjusted to pH 7 using saturated NaHCO3 (aq) (c.a. 1.5 mL), followed by addition of water (35 mL). The aqueous layer was e... The reactants are [Al+3], S=C=S, CS(=O)(=O)N1CC(c2cccc(Cl)c2)c2ccccc21, [Cl-], [Cl-], [Cl-], O=C(Cl)c1ccc(Cl)cc1, ClCCl, Cl, O. Product: CS(=O)(=O)N1CC(c2cccc(Cl)c2)c2cc(C(=O)c3ccc(Cl)cc3)ccc21. As a reaction SMILES: [Al+3:32].[C:36](=[S:37])=[S:38].[CH3:1][S:2](=[O:3])(=[O:4])[N:5]1[CH2:6][CH:7]([c:14]2[cH:15][c:16]([Cl:20])[cH:17][cH:18][cH:19]2)[c:8]2[cH:9][cH:10][cH:11][cH:12][c:13]21.[Cl-:31].[Cl-:33].[Cl-:34].[Cl:21][C:22](=[O:23])[c:24]1[cH:25][cH:26][c:27]([Cl:28])[cH:29][cH:30]1.[Cl:39][CH2:40][Cl:41].[ClH:35].[OH2:42]>>[CH3:1][S:2](=[O:3])(=[O:4])[N:5]1[CH2:6][CH:7]([c:14]2[cH:15][c:16]([Cl:20])[cH:17][cH:18][cH:19]2)[c:8]2[cH:9][c:10]([C:22](=[O:23])[c:24]3[cH:25][cH:26][c:27]([Cl:28])[cH:29][cH:30]3)[cH:11][cH:12][c:13]21. Product: NC1CCN(C2CC2)CC1. RXN SMILES: [C:19]([BH3-:20])#[N:21].[CH3:11][OH:12].[CH3:23][C:24](=[O:25])[OH:26].[CH3:27][OH:28].[CH:1]1([N:4]2[CH2:5][CH2:6][C:7](=[O:10])[CH2:8][CH2:9]2)[CH2:2][CH2:3]1.[ClH:13].[NH4+:14].[Na+:22].[O-:15][N+:16](=[O:17])[O-:18]>>[CH:1]1([N:4]2[CH2:5][CH2:6][CH:7]([NH2:16])[CH2:8][CH2:9]2)[CH2:2][CH2:3]1. The reactants are [BH3-]C#N, CO, CC(=O)O, CO, O=C1CCN(C2CC2)CC1, Cl, [NH4+], [Na+], O=[N+]([O-])[O-]. Reactants: ClC1=CC=C(C=C1)S(=O)(=O)N[C@H]1C(NCCC(C1)(F)F)=O (4-Chloro-N-((R)-5,5-difluoro-2-oxo-azepan-3-yl)-benzenesulfonamide), C(C)(C)(C)OC(=O)N1CCC(CC1)COS(=O)(=O)C1=CC=C(C=C1)C (4-(toluene-4-sulfonyloxymethyl)-piperidine-1-carboxylic acid tert-butyl ester). Yields the product C(C)(C)(C)OC(=O)N1CCC(CC1)CN([C@H]1C(NCCC(C1)(F)F)=O)S(=O)(=O)C1=CC=C(C=C1)Cl (4-{[(4-chloro-benzenesulfonyl)-((R)-5,5-difluoro-2-oxo-azepan-3-yl)-amino]-methyl}-piperidine-1-carboxylic acid tert-butyl ester). RXN SMILES: [Cl:1][C:2]1[CH:7]=[CH:6][C:5]([S:8]([NH:11][C@@H:12]2[CH2:18][C:17]([F:20])([F:19])[CH2:16][CH2:15][NH:14][C:13]2=[O:21])(=[O:10])=[O:9])=[CH:4][CH:3]=1.[C:22]([O:26][C:27]([N:29]1[CH2:34][CH2:33][CH:32]([CH2:35]OS(C2C=CC(C)=CC=2)(=O)=O)[CH2:31][CH2:30]1)=[O:28])([CH3:25])([CH3:24])[CH3:23]>>[C:22]([O:26][C:27]([N:29]1[CH2:34][CH2:33][CH:32]([CH2:35][N:11]([S:8]([C:5]2[CH:6]=[CH:7][C:2]([Cl:1])=[CH:3][CH:4]=2)(=[O:9])=[O:10])[C@@H:12]2[CH2:18][C:17]([F:19])([F:20])[CH2:16][CH2:15][NH:14][C:13]2=[O:21])[CH2:31][CH2:30]1)=[O:28])([CH3:25])([CH3:23])[CH3:24]. Reported procedure: 4-Chloro-N-((R)-5,5-difluoro-2-oxo-azepan-3-yl)-benzenesulfonamide was alkylated using 4-(toluene-4-sulfonyloxymethyl)-piperidine-1-carboxylic acid tert-butyl ester analogous to Example 1 to afford 4-{[(4-chloro-benzenesulfonyl)-((R)-5,5-difluoro-2-oxo-azepan-3-yl)-amino]-methyl}-piperidine-1-carboxylic acid tert-butyl ester: Reactants: OCC1CCN(c2ncc(Br)c(OC3CN(c4ccc5ccccc5n4)C3)n2)CC1, CO. Product: OCC1CCN(c2nccc(OC3CN(c4ccc5ccccc5n4)C3)n2)CC1. Reaction SMILES: [Br:1][c:2]1[c:3]([O:16][CH:17]2[CH2:18][N:19]([c:21]3[n:22][c:23]4[cH:24][cH:25][cH:26][cH:27][c:28]4[cH:29][cH:30]3)[CH2:20]2)[n:4][c:5]([N:8]2[CH2:9][CH2:10][CH:11]([CH2:14][OH:15])[CH2:12][CH2:13]2)[n:6][cH:7]1.[CH3:31][OH:32]>>[cH:2]1[c:3]([O:16][CH:17]2[CH2:18][N:19]([c:21]3[n:22][c:23]4[cH:24][cH:25][cH:26][cH:27][c:28]4[cH:29][cH:30]3)[CH2:20]2)[n:4][c:5]([N:8]2[CH2:9][CH2:10][CH:11]([CH2:14][OH:15])[CH2:12][CH2:13]2)[n:6][cH:7]1. Reactants: BrC=1C=C(C(N(C1)C)=O)NC1=NC=C(C=C1)C1CCN(CC1)C (5-Bromo-1-methyl-3-(5-(1-methylpiperidin-4-yl)pyridin-2-ylamino)pyridin-2(1H)-one), C(C)(=O)OCC1=C(C=CC=C1B1OC(C(O1)(C)C)(C)C)N1C(C2=C(CC1)C1=C(S2)CCCC1)=O (2-(1-Oxo-3,4,5,6,7,8-hexahydrobenzothieno[2,3-c]pyridin-2(1H)-yl)-6-(4,4,5,5-tetramethyl-1,3,2-dioxaborolan-2-yl)benzyl Acetate), K3PO4.3H2O, CC(=O)[O-].[Na+] (NaOAc). The reagents and catalysts are C1=CC=C(C=C1)P([C-]2C=CC=C2)C3=CC=CC=C3.C1=CC=C(C=C1)P([C-]2C=CC=C2)C3=CC=CC=C3.Cl[Pd]Cl.[Fe+2] (Pd(dppf)Cl2). The solvent is CC#N (CH3CN). Conditions: temperature 110 celsius. The product is C(C)(=O)OCC1=C(C=CC=C1N1CCC=2C=3CCCCC3SC2C1=O)C1=CN(C(C(=C1)NC1=NC=C(C=C1)C1CCN(CC1)C)=O)C ([2-(1-Methyl-5-{[5-(1-methylpiperidin-4-yl)pyridin-2-yl]amino}-6-oxo-1,6-dihydropyridin-3-yl)-6-{6-oxo-8-thia-5-azatricyclo[7.4.0.02,7]trideca-1(9),2(7)-dien-5-yl}phenyl]methyl Acetate). The yield is 43.4%. Reaction SMILES: Br[C:2]1[CH:3]=[C:4]([NH:10][C:11]2[CH:16]=[CH:15][C:14]([CH:17]3[CH2:22][CH2:21][N:20]([CH3:23])[CH2:19][CH2:18]3)=[CH:13][N:12]=2)[C:5](=[O:9])[N:6]([CH3:8])[CH:7]=1.[C:24]([O:27][CH2:28][C:29]1[C:34](B2OC(C)(C)C(C)(C)O2)=[CH:33][CH:32]=[CH:31][C:30]=1[N:44]1[CH2:49][CH2:48][C:47]2[C:50]3[CH2:56][CH2:55][CH2:54][CH2:53][C:51]=3[S:52][C:46]=2[C:45]1=[O:57])(=[O:26])[CH3:25].CC([O-])=O.[Na+]>CC#N.C1C=CC(P(C2C=CC=CC=2)[C-]2C=CC=C2)=CC=1.C1C=CC(P(C2C=CC=CC=2)[C-]2C=CC=C2)=CC=1.Cl[Pd]Cl.[Fe+2]>[C:24]([O:27][CH2:28][C:29]1[C:30]([N:44]2[C:45](=[O:57])[C:46]3[S:52][C:51]4[CH2:53][CH2:54][CH2:55][CH2:56][C:50]=4[C:47]=3[CH2:48][CH2:49]2)=[CH:31][CH:32]=[CH:33][C:34]=1[C:2]1[CH:3]=[C:4]([NH:10][C:11]2[CH:16]=[CH:15][C:14]([CH:17]3[CH2:22][CH2:21][N:20]([CH3:23])[CH2:19][CH2:18]3)=[CH:13][N:12]=2)[C:5](=[O:9])[N:6]([CH3:8])[CH:7]=1)(=[O:26])[CH3:25] |f:2.3,5.6.7.8|. Procedure details: A sealed tube was charged with the mixture of 5-bromo-1-methyl-3-(5-(1-methylpiperidin-4-yl)pyridin-2-ylamino)pyridin-2(1H)-one 130c (400 mg, 1.06 mmol), (2-{6-oxo-8-thia-5-azatricyclo[7.4.0.02,7]trideca-1(9),2(7)-dien-5-yl}-6-(4,4,5,5-tetramethyl-1,3,2-dioxaborolan-2-yl)phenyl)methyl acetate 111a (512 mg, 1.06 mmol), Pd(dppf)Cl2 (87 mg, 0.1 mmol), K3PO4.3H2O(566 mg, 2.12 mmol), and NaOAc (174 mg, 2.12 mmol) in CH3CN (25 mL). The system was evacuated and then refilled with N2. The reaction mixtu... The reactants are CC1(OC2=C(C1=O)C=CC=C2[N+](=O)[O-])C (2,3-dihydro-2,2-dimethyl-7-nitrobenzofuran-3-one). The reagents and catalysts are [Fe] (iron). The solvent is O (water), C(C)(=O)O (acetic acid). Product: NC1=CC=CC=2C(C(OC21)(C)C)=O (7-amino-2,3-dihydro-2,2-dimethylbenzofuran-3-one). Isolated yield 68.6%. As a reaction SMILES: [CH3:1][C:2]1([CH3:15])[C:6](=[O:7])[C:5]2[CH:8]=[CH:9][CH:10]=[C:11]([N+:12]([O-])=O)[C:4]=2[O:3]1>C(O)(=O)C.O.[Fe]>[NH2:12][C:11]1[C:4]2[O:3][C:2]([CH3:1])([CH3:15])[C:6](=[O:7])[C:5]=2[CH:8]=[CH:9][CH:10]=1. Procedure: By the method of Example 1, Step E, 20.0 g (0.097 mole) of 2,3-dihydro-2,2-dimethyl-7-nitrobenzofuran-3-one and 27.0 g (0.483 mole) of powdered iron were reacted in 85 mL of glacial acetic acid and 15 mL of water, yielding 11.79 g of 7-amino-2,3-dihydro-2,2-dimethylbenzofuran-3-one, m.p. 80°-84° C. The NMR and IR spectra of this product were consistent with the proposed structure. The reactants are [N+](=O)([O-])C1=C(C=C(C=C1)OC1=CC=CC=C1)OC1=CC=CC=C1 (4-nitro-1,3-diphenoxy-benzene), C(C=C)N (allylamine). Run in O1CCCC1 (tetrahydrofuran). The product is O(C1=CC=CC=C1)C=1C=C(NCC=C)C(=CC1)[N+](=O)[O-] (3-Phenoxy-6-nitro-N-allyl-aniline). Reaction SMILES: [N+:1]([C:4]1[CH:9]=[CH:8][C:7]([O:10][C:11]2[CH:16]=[CH:15][CH:14]=[CH:13][CH:12]=2)=[CH:6][C:5]=1OC1C=CC=CC=1)([O-:3])=[O:2].[CH2:24]([NH2:27])[CH:25]=[CH2:26]>O1CCCC1>[O:10]([C:7]1[CH:6]=[C:5]([C:4]([N+:1]([O-:3])=[O:2])=[CH:9][CH:8]=1)[NH:27][CH2:24][CH:25]=[CH2:26])[C:11]1[CH:12]=[CH:13][CH:14]=[CH:15][CH:16]=1. Procedure: A mixture of 10 gm of 4-nitro-1,3-diphenoxy-benzene, 30 ml of tetrahydrofuran and 10 l ml of allylamine was refluxed for 8 hours. Thereafter, the reaction mixture was worked up as in Example 3, and the reaction product was recrystallized from ethanol, yielding 6.1 gm (69% of theory) of the thin-layer chromatographically (cyclohexane/toluene=1:1) uniform title compound, m.p. 67°-68° C.